Dataset: the Open Reaction Database (ORD), a public repository of structured organic reaction records. Task: describe an organic reaction: reactants, conditions, products, and yield Starting materials: Cl.COC([C@@H](N)CC1=CC=C(C=C1)O)=O (L-tyrosine methyl ester hydrochloride), C1(CCCC1)C(=O)O (cyclopentanecarboxylic acid), C1(CCCCC1)N=C=NC1CCCCC1 (1,3-dicyclohexylcarbodiimide), ON1N=NC2=C1C=CC=C2 (1-hydroxybenzotriazole). The solvent is ClCCl (dichloromethane), C(C)N(CC)CC (triethylamine). Run at time 16 hour. The product is carbonyl, COC([C@@H](N)CC1=CC=C(C=C1)O)=O (L-tyrosine methyl ester). RXN SMILES: Cl.[CH3:2][O:3][C:4](=[O:15])[C@H:5]([CH2:7][C:8]1[CH:13]=[CH:12][C:11]([OH:14])=[CH:10][CH:9]=1)[NH2:6].C1(C(O)=O)CCCC1.C1(N=C=NC2CCCCC2)CCCCC1.ON1C2C=CC=CC=2N=N1>ClCCl.C(N(CC)CC)C>[CH3:2][O:3][C:4](=[O:15])[C@H:5]([CH2:7][C:8]1[CH:9]=[CH:10][C:11]([OH:14])=[CH:12][CH:13]=1)[NH2:6] |f:0.1|. Procedure: To a stirred solution of L-tyrosine methyl ester hydrochloride (5.84 g, 25.3 mmol) and N-[(1,1-dimethylethoxy)carbonyl]amino]-cyclopentanecarboxylic acid (5.80 g, 25.3 mmol) in dichloromethane (100 mL) and triethylamine (3.52 mL, 25.3 retool) is added 1,3-dicyclohexylcarbodiimide (5.22 g, 25.3 retool) and 1-hydroxybenzotriazole (3.42 g, 25.3 mmol). The mixture is stirred for 16 hours and then the solid precipitate is filtered away. The organic phase is washed with a saturated solution of sodium ...